From a dataset of the Open Reaction Database (ORD), a public repository of structured organic reaction records. describe an organic reaction: reactants, conditions, products, and yield Starting materials: NC1=NC=C(C(=C1)Cl)Cl (2-amino-4,5-dichloropyridine), [OH-].[Na+] (NaOH), OS(=O)(=O)O (H2SO4), [N+](=O)(O)[O-] (HNO3). Run in ice water. Conditions: temperature 55 celsius, time 3 minute. The product is NC1=NC=C(C(=C1[N+](=O)[O-])Cl)Cl (2-amino-4,5-dichloro-3-nitropyridine). The yield is 26.2%. Reaction SMILES: [NH2:1][C:2]1[CH:7]=[C:6]([Cl:8])[C:5]([Cl:9])=[CH:4][N:3]=1.OS(O)(=O)=O.[N+:15]([O-])([OH:17])=[O:16].[OH-].[Na+]>>[NH2:1][C:2]1[C:7]([N+:15]([O-:17])=[O:16])=[C:6]([Cl:8])[C:5]([Cl:9])=[CH:4][N:3]=1 |f:3.4|. Procedure: To a 50 ml round-bottomed flask containing 2-amino-4,5-dichloropyridine (0.275 g, 1.65 mmol) and cooled into an ice-bath was added conc. H2SO4 (2.79 g). The reaction mixture was stirred for 3 min and then HNO3 (70%; 0.186 g) was dropwise added. The reaction mixture was stirred at 0° C. (ice-bath) for 7 min, then heated to 55° C. and stirred at this temperature for 1 h, allowed to cool to room temperature, diluted with ice-water (˜15 ml) and the pH was adjusted to ˜7.5 with 10% aqueous NaOH. The ... Starting materials: C(CC#CCC)O (3-hexyn-1-ol), C(CCCCC)(=O)O (n-hexanoic acid), S(O)(O)(=O)=O (sulfuric acid). Solvent: C1(=CC=CC=C1)C (toluene). Yields the product C(CCCCC)(=O)OCCC#CCC (3-Hexynyl Hexanoate). RXN SMILES: [CH2:1]([OH:7])[CH2:2][C:3]#[C:4][CH2:5][CH3:6].[C:8](O)(=[O:14])[CH2:9][CH2:10][CH2:11][CH2:12][CH3:13].S(=O)(=O)(O)O>C1(C)C=CC=CC=1>[C:1]([O:14][CH2:8][CH2:9][C:10]#[C:11][CH2:12][CH3:13])(=[O:7])[CH2:2][CH2:3][CH2:4][CH2:5][CH3:6]. Reported procedure: Into a 250 ml reaction flask equipped with condenser, stirrer, heating mantle, thermometer and Dean Stark trap is placed 29.4 grams (0.3 moles) of 3-hexyn-1-ol; 34.8 grams (0.3 moles) of n-hexanoic acid; 100 ml toluene and 0.2 ml concentrated sulfuric acid. With stirring, the reaction mass is refluxed for a period of four hours. At the end of the four hour period, the reaction mass is then cooled to room temperature and washed with two volumes of 10% sodium carbonate followed by two volumes of s... Starting materials: CCN1c2ccccc2Sc2ccccc21, [K+], CN(C)C=O, [OH-], O, O=P(Cl)(Cl)Cl. The product is CCN1c2ccccc2Sc2cc(C=O)ccc21. As a reaction SMILES: [CH2:6]([CH3:7])[N:8]1[c:9]2[cH:10][cH:11][cH:12][cH:13][c:14]2[S:15][c:16]2[cH:17][cH:18][cH:19][cH:20][c:21]21.[K+:24].[O:25]=[CH:26][N:27]([CH3:28])[CH3:29].[OH-:23].[OH2:22].[P:1]([Cl:2])([Cl:3])([Cl:4])=[O:5]>>[CH2:6]([CH3:7])[N:8]1[c:9]2[cH:10][cH:11][c:12]([CH:26]=[O:25])[cH:13][c:14]2[S:15][c:16]2[cH:17][cH:18][cH:19][cH:20][c:21]21.